Dataset: the Open Reaction Database (ORD), a public repository of structured organic reaction records. Task: describe an organic reaction: reactants, conditions, products, and yield Starting materials: CC(C)(C)NS(=O)(=O)c1cnc(-c2cn(-c3cc(C(F)(F)F)cc(-c4ccc(C(F)(F)F)cc4)n3)cn2)s1, O=C(O)C(F)(F)F. The product is NS(=O)(=O)c1cnc(-c2cn(-c3cc(C(F)(F)F)cc(-c4ccc(C(F)(F)F)cc4)n3)cn2)s1. RXN SMILES: [C:1]([CH3:2])([CH3:3])([CH3:4])[NH:5][S:6](=[O:7])(=[O:8])[c:9]1[cH:10][n:11][c:12](-[c:14]2[n:15][cH:16][n:17](-[c:19]3[n:20][c:21](-[c:29]4[cH:30][cH:31][c:32]([C:35]([F:36])([F:37])[F:38])[cH:33][cH:34]4)[cH:22][c:23]([C:25]([F:26])([F:27])[F:28])[cH:24]3)[cH:18]2)[s:13]1.[F:39][C:40]([F:41])([F:42])[C:43]([OH:44])=[O:45]>>[NH2:5][S:6](=[O:7])(=[O:8])[c:9]1[cH:10][n:11][c:12](-[c:14]2[n:15][cH:16][n:17](-[c:19]3[n:20][c:21](-[c:29]4[cH:30][cH:31][c:32]([C:35]([F:36])([F:37])[F:38])[cH:33][cH:34]4)[cH:22][c:23]([C:25]([F:26])([F:27])[F:28])[cH:24]3)[cH:18]2)[s:13]1.